This data is from the Open Reaction Database (ORD), a public repository of structured organic reaction records. The task is: describe an organic reaction: reactants, conditions, products, and yield Starting materials: N1=CC=CC2=CC=CC(=C12)S(=O)(=O)N (8-quinoline-sulfonamide), O1CCCC1 (tetrahydrofuran), N(=C=O)C1=NC(=NC(=N1)Cl)Cl (2-isocyanato-4,6-dichloro-1,3,5-triazine). Product: ClC1=NC(=NC(=C1)Cl)NC(=O)NS(=O)(=O)C=1C=CC=C2C=CC=NC12 (N-[(4,6-dichloropyrimidin-2-yl)aminocarbonyl]-8-quinolinesulfonamide). Reaction SMILES: [N:1]1[C:10]2[C:5](=[CH:6][CH:7]=[CH:8][C:9]=2[S:11]([NH2:14])(=[O:13])=[O:12])[CH:4]=[CH:3][CH:2]=1.[N:15]([C:18]1[N:23]=[C:22]([Cl:24])N=[C:20]([Cl:25])[N:19]=1)=[C:16]=[O:17].O1CCC[CH2:27]1>>[Cl:25][C:20]1[CH:27]=[C:22]([Cl:24])[N:23]=[C:18]([NH:15][C:16]([NH:14][S:11]([C:9]2[CH:8]=[CH:7][CH:6]=[C:5]3[C:10]=2[N:1]=[CH:2][CH:3]=[CH:4]3)(=[O:12])=[O:13])=[O:17])[N:19]=1. Procedure: To a stirred mixture of 1.8 g of 8-quinoline-sulfonamide in 15 ml tetrahydrofuran is added 2.3 g of 2-isocyanato-4,6-dichloro-1,3,5-triazine. This mixture is then heated to reflux temperature for 21/2 hours, then cooled to room temperature, filtered and the resultant filtrate triturated with hexanes and filtered to give 1.8 g solid, m.p. 198°-200°. Reactants: COc1cccc(OC)c1-c1cc(C(=O)NC2(C(=O)O)C3CC4CC(C3)CC2C4)nn1-c1ccc(C(=O)N(C)CCCN(C)C)cc1C(C)C, CO, N=C(N)NCCCC(N)C(=O)O. Product: COc1cccc(OC)c1-c1cc(C(=O)NC2(C(=O)O)C3CC4CC(C3)CC2C4)nn1-c1ccc(C(=O)N(C)CCCN(C)C)cc1C(C)C, N=C(N)NCCCC(N)C(=O)O. Reaction SMILES: [CH3:1][O:2][c:3]1[c:4](-[c:11]2[cH:12][c:13]([C:35](=[O:36])[NH:37][C:38]3([C:48](=[O:49])[OH:50])[CH:39]4[CH2:40][CH:41]5[CH2:42][CH:43]([CH2:44][CH:45]3[CH2:46]5)[CH2:47]4)[n:14][n:15]2-[c:16]2[c:17]([CH:32]([CH3:33])[CH3:34])[cH:18][c:19]([C:22]([N:23]([CH2:24][CH2:25][CH2:26][N:27]([CH3:28])[CH3:29])[CH3:30])=[O:31])[cH:20][cH:21]2)[c:5]([O:9][CH3:10])[cH:6][cH:7][cH:8]1.[CH3:63][OH:64].[NH2:51][CH:52]([CH2:53][CH2:54][CH2:55][NH:56][C:57]([NH2:58])=[NH:59])[C:60](=[O:61])[OH:62]>>[CH3:1][O:2][c:3]1[c:4](-[c:11]2[cH:12][c:13]([C:35](=[O:36])[NH:37][C:38]3([C:48](=[O:49])[OH:50])[CH:39]4[CH2:40][CH:41]5[CH2:42][CH:43]([CH2:44][CH:45]3[CH2:46]5)[CH2:47]4)[n:14][n:15]2-[c:16]2[c:17]([CH:32]([CH3:33])[CH3:34])[cH:18][c:19]([C:22]([N:23]([CH2:24][CH2:25][CH2:26][N:27]([CH3:28])[CH3:29])[CH3:30])=[O:31])[cH:20][cH:21]2)[c:5]([O:9][CH3:10])[cH:6][cH:7][cH:8]1.[NH2:51][CH:52]([CH2:53][CH2:54][CH2:55][NH:56][C:57](=[NH:58])[NH2:59])[C:60](=[O:61])[OH:62]. Starting materials: C1(=CC=CC=C1)[C@H]1[C@@H](C1)C(=O)Cl (trans-2-phenyl-1-cyclopropanecarbonyl chloride), NCCCN1C(=NC=2C(=NC(=C(C21)C)C)N)C (1-(3-aminopropyl)-2,6,7-trimethyl-1H-imidazo[4,5-c]pyridin-4-amine). Product: NC1=NC(=C(C2=C1N=C(N2CCCNC(=O)[C@H]2[C@@H](C2)C2=CC=CC=C2)C)C)C ((1R*,2R*)-N-{3-[4-amino-2,6,7-trimethyl-1H-imidazo[4,5-c]pyridin-1-yl]propyl}-2-phenylcyclopropanecarboxamide). Reaction SMILES: [C:1]1([C@@H:7]2[CH2:9][C@H:8]2[C:10](Cl)=[O:11])[CH:6]=[CH:5][CH:4]=[CH:3][CH:2]=1.[NH2:13][CH2:14][CH2:15][CH2:16][N:17]1[C:25]2[C:24]([CH3:26])=[C:23]([CH3:27])[N:22]=[C:21]([NH2:28])[C:20]=2[N:19]=[C:18]1[CH3:29]>>[NH2:28][C:21]1[C:20]2[N:19]=[C:18]([CH3:29])[N:17]([CH2:16][CH2:15][CH2:14][NH:13][C:10]([C@@H:8]3[CH2:9][C@H:7]3[C:1]3[CH:6]=[CH:5][CH:4]=[CH:3][CH:2]=3)=[O:11])[C:25]=2[C:24]([CH3:26])=[C:23]([CH3:27])[N:22]=1. Reported procedure: Using the method of Examples 78–92, trans-2-phenyl-1-cyclopropanecarbonyl chloride was reacted with 1-(3-aminopropyl)-2,6,7-trimethyl-1H-imidazo[4,5-c]pyridin-4-amine to provide the desired product. The observed accurate mass was 378.2298. The reactants are ClCCCBr, Oc1ccccc1Cl. Yields the product ClCCCOc1ccccc1Cl. As a reaction SMILES: [Br:9][CH2:10][CH2:11][CH2:12][Cl:13].[OH:1][c:2]1[cH:3][cH:4][cH:5][cH:6][c:7]1[Cl:8]>>[O:1]([c:2]1[cH:3][cH:4][cH:5][cH:6][c:7]1[Cl:8])[CH2:10][CH2:11][CH2:12][Cl:13]. Reactants: C(C)(C)(C)OC(N[C@@H](C)C(NC1=C(C=C(C=C1)F)NC1=NC=CC=N1)=O)=O ({(S)-1-[4-Fluoro-2-(pyrimidin-2-ylamino)phenylcarbamoyl]ethyl}carbamic acid tert-butyl ester), Cl (hydrochloric acid). Run at time 1 hour. Yields the product Cl.N[C@H](C(=O)NC1=C(C=C(C=C1)F)NC1=NC=CC=N1)C ((S)-2-Amino-N-[4-fluoro-2-(pyrimidin-2-ylamino)phenyl]propionamide hydrochloride salt). Isolated yield 99.0%. RXN SMILES: C(OC(=O)[NH:7][C@H:8]([C:10](=[O:26])[NH:11][C:12]1[CH:17]=[CH:16][C:15]([F:18])=[CH:14][C:13]=1[NH:19][C:20]1[N:25]=[CH:24][CH:23]=[CH:22][N:21]=1)[CH3:9])(C)(C)C.[ClH:28]>>[ClH:28].[NH2:7][C@@H:8]([CH3:9])[C:10]([NH:11][C:12]1[CH:17]=[CH:16][C:15]([F:18])=[CH:14][C:13]=1[NH:19][C:20]1[N:21]=[CH:22][CH:23]=[CH:24][N:25]=1)=[O:26] |f:2.3|. Reported procedure: {(S)-1-[4-Fluoro-2-(pyrimidin-2-ylamino)phenylcarbamoyl]ethyl}carbamic acid tert-butyl ester (350 mg, 0.93 mmol) was dissolved in hydrochloric acid (4.0M in 1,4-dioxane) and stirred for 1 h. The reaction was concentrated in vacuo to yield the title compound (289 mg, 0.93 mmol, 99%). 1H NMR (MeOD, 400 MHz): δ 8.69 (2H, d, J=5.3 Hz), 7.62 (1H, d, J=9.3 Hz), 7.60 (1H, dd, J 8.7, 2.7 Hz), 7.19 (1H, 9.0, 7.9, 2.9 Hz), 7.19 (1H, t, J=5.3 Hz), 4.21 (1H, q, J=7.2 Hz), 1.58 (3H, d, J=7.2 Hz). The reactants are C(C)N1N=CC=C1O (1-ethyl-5-hydroxypyrazole), C1(CCCCC1)N=C=NC1CCCCC1 (N,N'-dicyclohexylcarbodiimide), C(=O)(O)C=1C(=C2C3(CCS(C2=C(C1)Cl)(=O)=O)OCCO3)C (6-carboxy-8-chloro-4,4-ethylenedioxy-5-methylthiochroman-1,1-dioxide). Procedure details: 0.92 Gram (2.8 mmol) of 6-carboxy-8-chloro-4,4-ethylenedioxy-5-methylthiochroman-1,1-dioxide was dissolved in 10 ml of methylene chloride, and 0.34 g (1.1 eq., 3.0 mmol) of 1-ethyl-5-hydroxypyrazole and 0.63 g (1.1 eq., 3.1 mmol) of N,N'-dicyclohexylcarbodiimide were added. The mixture was stirred at room temperature for 5 hours. Then, an insoluble substance was removed by filtration, and the filtrate was washed with a saturated sodium chloride aqueous solution and dried over anhydrous sodium su... Run at time 5 hour. The yield is 80.3%. Product: ClC=1C=C(C(=C2C3(CCS(C12)(=O)=O)OCCO3)C)C(=O)OC3=CC=NN3CC (8-chloro-6-(1-ethylpyrazol-5-yl)oxycarbonyl-4,4-ethylenedioxy-5-methylthiochroman-1,1-dioxide). As a reaction SMILES: [C:1]([C:4]1[C:5]([CH3:21])=[C:6]2[C:11](=[C:12]([Cl:14])[CH:13]=1)[S:10](=[O:16])(=[O:15])[CH2:9][CH2:8][C:7]12[O:20][CH2:19][CH2:18][O:17]1)([OH:3])=[O:2].[CH2:22]([N:24]1[C:28](O)=[CH:27][CH:26]=[N:25]1)[CH3:23].C1(N=C=NC2CCCCC2)CCCCC1>C(Cl)Cl>[Cl:14][C:12]1[CH:13]=[C:4]([C:1]([O:3][C:28]2[N:24]([CH2:22][CH3:23])[N:25]=[CH:26][CH:27]=2)=[O:2])[C:5]([CH3:21])=[C:6]2[C:11]=1[S:10](=[O:16])(=[O:15])[CH2:9][CH2:8][C:7]12[O:20][CH2:19][CH2:18][O:17]1. Solvent: C(Cl)Cl (methylene chloride).